describe an organic reaction: reactants, conditions, products, and yield From a dataset of the Open Reaction Database (ORD), a public repository of structured organic reaction records. Reactants: O=C(CBr)OCc1ccccc1, O=C([O-])[O-], CCOC(=O)N1CCN(C(=O)C(CCC(=O)OC(C)(C)C)NC(=O)c2cc(O)n(-c3ccccc3)n2)CC1, CCOC(C)=O, [Cs+], [Cs+], CN(C)C=O. The product is CCOC(=O)N1CCN(C(=O)C(CCC(=O)OC(C)(C)C)NC(=O)c2cc(OCC(=O)OCc3ccccc3)n(-c3ccccc3)n2)CC1. RXN SMILES: [Br:39][CH2:40][C:41](=[O:42])[O:43][CH2:44][c:45]1[cH:46][cH:47][cH:48][cH:49][cH:50]1.[C:51](=[O:52])([O-:53])[O-:54].[CH2:1]([CH3:2])[O:3][C:4](=[O:5])[N:6]1[CH2:7][CH2:8][N:9]([C:12]([CH:13]([CH2:14][CH2:15][C:16](=[O:17])[O:18][C:19]([CH3:20])([CH3:21])[CH3:22])[NH:23][C:24](=[O:25])[c:26]2[n:27][n:28](-[c:32]3[cH:33][cH:34][cH:35][cH:36][cH:37]3)[c:29]([OH:31])[cH:30]2)=[O:38])[CH2:10][CH2:11]1.[CH3:62][CH2:63][O:64][C:65](=[O:66])[CH3:67].[Cs+:55].[Cs+:56].[O:57]=[CH:58][N:59]([CH3:60])[CH3:61]>>[CH2:1]([CH3:2])[O:3][C:4](=[O:5])[N:6]1[CH2:7][CH2:8][N:9]([C:12]([CH:13]([CH2:14][CH2:15][C:16](=[O:17])[O:18][C:19]([CH3:20])([CH3:21])[CH3:22])[NH:23][C:24](=[O:25])[c:26]2[n:27][n:28](-[c:32]3[cH:33][cH:34][cH:35][cH:36][cH:37]3)[c:29]([O:31][CH2:40][C:41](=[O:42])[O:43][CH2:44][c:45]3[cH:46][cH:47][cH:48][cH:49][cH:50]3)[cH:30]2)=[O:38])[CH2:10][CH2:11]1.